Dataset: the Open Reaction Database (ORD), a public repository of structured organic reaction records. Task: describe an organic reaction: reactants, conditions, products, and yield Starting materials: BrC1=C2C3(C(N(C2=CC=C1)CC1=NC=CC=C1C(F)(F)F)=O)COC1=CC2=C(OCCO2)C=C13 (4′-Bromo-1′-{[3-(trifluoromethyl)pyridin-2-yl]methyl}-2,3-dihydrospiro[furo[2,3-g][1,4]benzodioxine-8,3′-indol]-2′(1′H)-one), C(C1=CC=CC=C1)N (benzylamine), CC(C)([O-])C.[Na+] (sodium tert-butoxide), C1(=CC=CC=C1)P(C1=C(C2=CC=CC=C2C=C1)C1=C(C=CC2=CC=CC=C12)P(C1=CC=CC=C1)C1=CC=CC=C1)C1=CC=CC=C1 (2,2′-bis(diphenylphosphino)-1,1′-binaphthalene). The reagents and catalysts are C=1C=CC(=CC1)/C=C/C(=O)/C=C/C2=CC=CC=C2.C=1C=CC(=CC1)/C=C/C(=O)/C=C/C2=CC=CC=C2.C=1C=CC(=CC1)/C=C/C(=O)/C=C/C2=CC=CC=C2.[Pd].[Pd] (tris(dibenzylideneacetone)dipalladium(0)). The solvent is C1(=CC=CC=C1)C (toluene). Reaction conditions: temperature 105 celsius. The product is C(C1=CC=CC=C1)NC1=C2C3(C(N(C2=CC=C1)CC1=NC=CC=C1C(F)(F)F)=O)COC1=CC2=C(OCCO2)C=C13 (4′-(benzylamino)-1′-{[3-(trifluoromethyl)pyridin-2-yl]methyl}-2,3-dihydrospiro[furo[2,3-g][1,4]benzodioxine-8,3′-indol]-2′(1′H)-one). The yield is 31.0%. RXN SMILES: Br[C:2]1[CH:10]=[CH:9][CH:8]=[C:7]2[C:3]=1[C:4]1([C:34]3[C:25](=[CH:26][C:27]4[O:32][CH2:31][CH2:30][O:29][C:28]=4[CH:33]=3)[O:24][CH2:23]1)[C:5](=[O:22])[N:6]2[CH2:11][C:12]1[C:17]([C:18]([F:21])([F:20])[F:19])=[CH:16][CH:15]=[CH:14][N:13]=1.CC(C)([O-])C.[Na+].C1(P(C2C=CC=CC=2)C2C=CC3C(=CC=CC=3)C=2C2C3C(=CC=CC=3)C=CC=2P(C2C=CC=CC=2)C2C=CC=CC=2)C=CC=CC=1.[CH2:87]([NH2:94])[C:88]1[CH:93]=[CH:92][CH:91]=[CH:90][CH:89]=1>C1(C)C=CC=CC=1.C1C=CC(/C=C/C(/C=C/C2C=CC=CC=2)=O)=CC=1.C1C=CC(/C=C/C(/C=C/C2C=CC=CC=2)=O)=CC=1.C1C=CC(/C=C/C(/C=C/C2C=CC=CC=2)=O)=CC=1.[Pd].[Pd]>[CH2:87]([NH:94][C:2]1[CH:10]=[CH:9][CH:8]=[C:7]2[C:3]=1[C:4]1([C:34]3[C:25](=[CH:26][C:27]4[O:32][CH2:31][CH2:30][O:29][C:28]=4[CH:33]=3)[O:24][CH2:23]1)[C:5](=[O:22])[N:6]2[CH2:11][C:12]1[C:17]([C:18]([F:21])([F:20])[F:19])=[CH:16][CH:15]=[CH:14][N:13]=1)[C:88]1[CH:93]=[CH:92][CH:91]=[CH:90][CH:89]=1 |f:1.2,6.7.8.9.10|. Procedure: 4′-Bromo-1′-{[3-(trifluoromethyl)pyridin-2-yl]methyl}-2,3-dihydrospiro[furo[2,3-g][1,4]benzodioxine-8,3′-indol]-2′(1′H)-one (0.700 g, 1.31 mmol), tris(dibenzylideneacetone)dipalladium(0) (0.14 g, 0.16 mmol), sodium tert-butoxide (0.252 g, 2.62 mmol), 2,2′-bis(diphenylphosphino)-1,1′-binaphthalene (0.29 g, 0.47 mmol) and benzylamine (0.22 mL, 2.0 mmol) were combined in anhydrous toluene (20 mL) and heated at 105° C. for 60 h. The reaction mixture was filtered through a pad of diatomaceous earth a... Reactants: ClS(=O)(=O)C=1SC(=CC1)C1=CC=C(C=C1)C(=O)OC (2-chlorosulfonyl-5-(4-methoxycarbonylphenyl)thiophene), NC1=C(C(=NO1)C)Br (5-amino-4-bromo-3-methylisoxazole). Product: BrC=1C(=NOC1NS(=O)(=O)C=1SC(=CC1)C1=CC=C(C=C1)C(=O)OC)C (N-(4-bromo-3-methyl-5-isoxazolyl)-5-(4-methoxycarbonylphenyl)thiophene-2-sulfonamide). Isolated yield 41.2%. RXN SMILES: Cl[S:2]([C:5]1[S:6][C:7]([C:10]2[CH:15]=[CH:14][C:13]([C:16]([O:18][CH3:19])=[O:17])=[CH:12][CH:11]=2)=[CH:8][CH:9]=1)(=[O:4])=[O:3].[NH2:20][C:21]1[O:25][N:24]=[C:23]([CH3:26])[C:22]=1[Br:27]>>[Br:27][C:22]1[C:23]([CH3:26])=[N:24][O:25][C:21]=1[NH:20][S:2]([C:5]1[S:6][C:7]([C:10]2[CH:15]=[CH:14][C:13]([C:16]([O:18][CH3:19])=[O:17])=[CH:12][CH:11]=2)=[CH:8][CH:9]=1)(=[O:4])=[O:3]. Procedure details: N-(4-bromo-3-methyl-5-isoxazolyl)-5-(4-methoxycarbonylphenyl)thiophene-2-sulfonamide was prepared in the same manner as described in Example 2 from 2-chlorosulfonyl-5-(4-methoxycarbonylphenyl)thiophene (646 mg, 2.04 mmol) and 5-amino-4-bromo-3-methylisoxazole (361 mg, 2.04 mmol). Purification by column chromatography using 10% MeOH/CHCl3 gave 384 mg of N-(4-bromo-3-methyl-5-isoxazolyl)-5-(4-methoxycarbonylphenyl)thiophene-2-sulfonamide as a brown oil (41% yield). Reactants: CI (methyliodide), NCCC(CC)P(O)O (P-(5-aminopent-3-yl)phosphonous acid), C[Si](N[Si](C)(C)C)(C)C (hexamethyldisilazane), C1C(C)O1 (propylene oxide), C(C)N(C(C)C)C(C)C (N-ethyl-N,N-diisopropyl-amine). The solvent is COCCOCCOC (diethylene glycol dimethyl ether), CO (methanol). Run at time 16 hour. Product: NCCC(CC)P(O)(=O)C (P-(5-aminopent-3-yl)-P-methyl-phosphinic acid). As a reaction SMILES: [NH2:1][CH2:2][CH2:3][CH:4]([P:7]([OH:9])[OH:8])[CH2:5][CH3:6].[CH3:10][Si](C)(C)N[Si](C)(C)C.C(N(C(C)C)C(C)C)C.CI.C1OC1C>CO.COCCOCCOC>[NH2:1][CH2:2][CH2:3][CH:4]([P:7]([CH3:10])(=[O:9])[OH:8])[CH2:5][CH3:6]. Procedure details: A mixture of 4,53 g (30 mmol) of P-(5-aminopent-3-yl)phosphonous acid and 24.21 g (150 mmol) of hexamethyldisilazane is refluxed under argon while stirring for 16 hours. To the resulting solution 15 ml of diethylene glycol dimethyl ether are added and boiling is continued for additional 2 hours. The reaction mixture is cooled to 100° and 19.38 g (150 mmol) of N-ethyl-N,N-diisopropyl-amine are added over a period of 20 minutes. After cooling to 25°, 21.29 g (15 mmol) of methyliodide are added ove...